From a dataset of the Open Reaction Database (ORD), a public repository of structured organic reaction records. describe an organic reaction: reactants, conditions, products, and yield Starting materials: CCO, COC(=O)CCCc1ccc(S(=O)(=O)Nc2ccc(Cl)cc2)cn1, Cl, [Na+], [OH-]. Product: O=C(O)CCCc1ccc(S(=O)(=O)Nc2ccc(Cl)cc2)cn1. RXN SMILES: [CH3:28][CH2:29][OH:30].[Cl:1][c:2]1[cH:3][cH:4][c:5]([NH:8][S:9](=[O:10])(=[O:11])[c:12]2[cH:13][cH:14][c:15]([CH2:18][CH2:19][CH2:20][C:21](=[O:22])[O:23][CH3:24])[n:16][cH:17]2)[cH:6][cH:7]1.[ClH:27].[Na+:26].[OH-:25]>>[Cl:1][c:2]1[cH:3][cH:4][c:5]([NH:8][S:9](=[O:10])(=[O:11])[c:12]2[cH:13][cH:14][c:15]([CH2:18][CH2:19][CH2:20][C:21](=[O:22])[OH:23])[n:16][cH:17]2)[cH:6][cH:7]1. Reactants: O=C([O-])[O-], CN(C)C=O, CCOC(C)=O, COc1ccc(-c2nc(COC3CCCCO3)c(CCl)o2)cc1, N#Cc1ccc(O)cc1Cl, [Cs+], [Cs+]. The product is COc1ccc(-c2nc(COC3CCCCO3)c(COc3ccc(C#N)c(Cl)c3)o2)cc1. Reaction SMILES: [C:34](=[O:35])([O-:36])[O-:37].[CH3:40][N:41]([CH3:42])[CH:43]=[O:44].[CH3:45][CH2:46][O:47][C:48](=[O:49])[CH3:50].[Cl:1][CH2:2][c:3]1[c:4]([CH2:16][O:17][CH:18]2[O:19][CH2:20][CH2:21][CH2:22][CH2:23]2)[n:5][c:6](-[c:8]2[cH:9][cH:10][c:11]([O:14][CH3:15])[cH:12][cH:13]2)[o:7]1.[Cl:24][c:25]1[c:26]([C:27]#[N:28])[cH:29][cH:30][c:31]([OH:33])[cH:32]1.[Cs+:38].[Cs+:39]>>[CH2:2]([c:3]1[c:4]([CH2:16][O:17][CH:18]2[O:19][CH2:20][CH2:21][CH2:22][CH2:23]2)[n:5][c:6](-[c:8]2[cH:9][cH:10][c:11]([O:14][CH3:15])[cH:12][cH:13]2)[o:7]1)[O:33][c:31]1[cH:30][cH:29][c:26]([C:27]#[N:28])[c:25]([Cl:24])[cH:32]1. Reactants: Br[Si](C)(C)C (Bromotrimethylsilane), C(C)(C)OP(OC(C)C)(=O)CC1CC1 (cyclopropylmethyl-phosphonic acid diisopropyl ester). Run at temperature 5 celsius. Product: C[Si](C)(C)OP(O[Si](C)(C)C)(=O)CC1CC1 (cyclopropylmethyl-phosphonic acid bis(trimethylsilyl) ester). As a reaction SMILES: Br[Si:2]([CH3:5])([CH3:4])[CH3:3].C([O:9][P:10]([CH2:16][CH:17]1[CH2:19][CH2:18]1)(=[O:15])[O:11]C(C)C)(C)C>>[CH3:3][Si:2]([O:9][P:10]([CH2:16][CH:17]1[CH2:19][CH2:18]1)(=[O:15])[O:11][Si:2]([CH3:5])([CH3:4])[CH3:3])([CH3:5])[CH3:4]. Procedure: Bromotrimethylsilane (43 mL, 0.326 mol) was added dropwise to cyclopropylmethyl-phosphonic acid diisopropyl ester (18.00 g, 81.8 mmol) stirred in a reaction flask chilled to 5° C. The resulting solution was allowed to warm to ambient temperature, stirred for three hours, and then concentrated by rotary evaporation yielding crude cyclopropylmethyl-phosphonic acid bis(trimethylsilyl) ester which was used without further purification. The reactants are ClC=1NC2=C(N1)C=CC=C2 (2-chlorobenzimidazole), NC1CC2=CC=CC=C2C1 (2-aminoindane). Yields the product N1=C(NC2=C1C=CC=C2)NC2CC1=CC=CC=C1C2 (N-(Benzimidazol-2-yl)-2-indanylamine). Reaction SMILES: Cl[C:2]1[NH:3][C:4]2[CH:10]=[CH:9][CH:8]=[CH:7][C:5]=2[N:6]=1.[NH2:11][CH:12]1[CH2:20][C:19]2[C:14](=[CH:15][CH:16]=[CH:17][CH:18]=2)[CH2:13]1>>[N:6]1[C:5]2[CH:7]=[CH:8][CH:9]=[CH:10][C:4]=2[NH:3][C:2]=1[NH:11][CH:12]1[CH2:20][C:19]2[C:14](=[CH:15][CH:16]=[CH:17][CH:18]=2)[CH2:13]1. Reported procedure: The title compound was prepared from 2-chlorobenzimidazole and 2-aminoindane by Procedure A (15 min at 150° C.). The product was isolated by preparative LCMS to give the title compound as the free base (white solid, mp 246-249° C.). MS(ES+) m/z 250 ([M+1]+, 100). 1NMR (DMSO-d6) δ 2.91 (dd, 2H), 3.29 (dd, 2H), 4.35 (m, 1H), 6.80-6.92 (m, 3H), 7.10-7.17 (m, 4H), 7.22-7.25 (m, 2H), 10.60 (s, 1H). Starting materials: N1C=CC=2C(=CC=CC12)C(=O)OC (Methyl indole-4-carboxylate), ClCC(=O)N(CC)CC (2-chloro-N,N-diethylacetamide), C([O-])([O-])=O.[K+].[K+] (potassium carbonate). Run in C(Cl)Cl (DCM), CN(C)C=O (DMF). Yields the product COC(=O)C=1C=2C=CN(C2C=CC1)CC(N(CC)CC)=O (1-Diethylcarbamoylmethyl-1H-indole-4-carboxylic acid methyl ester). Reaction SMILES: [NH:1]1[C:9]2[CH:8]=[CH:7][CH:6]=[C:5]([C:10]([O:12][CH3:13])=[O:11])[C:4]=2[CH:3]=[CH:2]1.Cl[CH2:15][C:16]([N:18]([CH2:21][CH3:22])[CH2:19][CH3:20])=[O:17].C(=O)([O-])[O-].[K+].[K+]>CN(C=O)C.C(Cl)Cl>[CH3:13][O:12][C:10]([C:5]1[C:4]2[CH:3]=[CH:2][N:1]([CH2:15][C:16](=[O:17])[N:18]([CH2:21][CH3:22])[CH2:19][CH3:20])[C:9]=2[CH:8]=[CH:7][CH:6]=1)=[O:11] |f:2.3.4|. Reported procedure: Methyl indole-4-carboxylate (50 mg, 2.85 mmol) and 2-chloro-N,N-diethylacetamide (854 mg, 5.71 mmol) are dissolved in DMF (10 ml) and to the solution is added potassium carbonate (986 mg, 7.14 mmol). The reaction is heated using microwave radiation at 100° C. for 2 hours, then diluted with DCM (60 ml) and washed with water (5×10 ml). Drying over MgSO4, concentration in vacuo, and trituration with Et2O affords 1-Diethylcarbamoylmethyl-1H-indole-4-carboxylic acid methyl ester; [M+H]+ 289. Reactants: NCCCCC(NC(=O)OCC1c2ccccc2-c2ccccc21)C(=O)O, O=S(=O)(Cl)c1ccc2ccccc2c1. The product is O=C(NC(CCCCNS(=O)(=O)c1ccc2ccccc2c1)C(=O)O)OCC1c2ccccc2-c2ccccc21. Reaction SMILES: [cH:1]1[cH:2][cH:3][cH:4][c:5]2[c:13]1[CH:12]([CH2:14][O:15][C:16](=[O:17])[NH:18][CH:19]([CH2:20][CH2:21][CH2:22][CH2:23][NH2:24])[C:25](=[O:26])[OH:27])[c:11]1[c:6]-2[cH:7][cH:8][cH:9][cH:10]1.[cH:28]1[c:29]([S:38](=[O:39])(=[O:40])[Cl:41])[cH:30][cH:31][c:32]2[cH:33][cH:34][cH:35][cH:36][c:37]12>>[cH:1]1[cH:2][cH:3][cH:4][c:5]2[c:13]1[CH:12]([CH2:14][O:15][C:16](=[O:17])[NH:18][CH:19]([CH2:20][CH2:21][CH2:22][CH2:23][NH:24][S:38]([c:29]1[cH:28][c:37]3[c:32]([cH:31][cH:30]1)[cH:33][cH:34][cH:35][cH:36]3)(=[O:39])=[O:40])[C:25](=[O:26])[OH:27])[c:11]1[c:6]-2[cH:7][cH:8][cH:9][cH:10]1.